Dataset: the Open Reaction Database (ORD), a public repository of structured organic reaction records. Task: describe an organic reaction: reactants, conditions, products, and yield The reactants are NC1=NC(=CC(=N1)N)OCC1=CC=CC=C1 (2, 4-diamino-6-benzyloxy-pyrimidine), C(C)(=O)O (acetic acid), 7g, N(=O)[O-].[Na+] (sodium nitrite), N(=O)[O-].[Na+] (sodium nitrite), N(=O)[O-].[Na+] (sodium nitrite), potassium-iodate starch. Run in O (H2O). The product is N(=O)C=1C(=NC(=NC1OCC1=CC=CC=C1)N)N (5-nitroso-2, 4-diamino-6-benzyloxy-primidine). Reaction SMILES: [NH2:1][C:2]1[N:7]=[C:6]([NH2:8])[CH:5]=[C:4]([O:9][CH2:10][C:11]2[CH:16]=[CH:15][CH:14]=[CH:13][CH:12]=2)[N:3]=1.C(O)(=O)C.[N:21]([O-])=[O:22].[Na+]>O>[N:21]([C:5]1[C:6]([NH2:8])=[N:7][C:2]([NH2:1])=[N:3][C:4]=1[O:9][CH2:10][C:11]1[CH:12]=[CH:13][CH:14]=[CH:15][CH:16]=1)=[O:22] |f:2.3|. Procedure details: To a solution of 16 g 2,4-diamino-6-benzyloxy-pyrimidine (7) in 250 mL of warm 30% acetic acid is added a solution of 7g sodium nitrite in 25 mL H2O. The sodium nitrite solution is held at 70°-80° C. and is added dropwise while being stirred continuously. The sodium nitrite solution is added until potassium-iodate starch paper shows a positive reaction. The violet-red precipitate is cooled, suctioned off and then recrystallized from ethanol or acetone to yield 8. The reactants are Cc1ccccc1, CC(=O)Cc1cc(C)nc(Nc2ccccc2)n1, O, O=P(Cl)(Cl)Cl, Cc1ccccc1. The product is CC(Cl)=Cc1cc(C)nc(Nc2ccccc2)n1. RXN SMILES: [CH3:19][c:20]1[cH:21][cH:22][cH:23][cH:24][cH:25]1.[NH:1]([c:2]1[cH:3][cH:4][cH:5][cH:6][cH:7]1)[c:8]1[n:9][c:10]([CH2:15][C:16](=[O:17])[CH3:18])[cH:11][c:12]([CH3:14])[n:13]1.[OH2:38].[P:26]([Cl:27])([Cl:28])([Cl:29])=[O:30].[c:31]1([CH3:32])[cH:33][cH:34][cH:35][cH:36][cH:37]1>>[NH:1]([c:2]1[cH:3][cH:4][cH:5][cH:6][cH:7]1)[c:8]1[n:9][c:10]([CH:15]=[C:16]([CH3:18])[Cl:28])[cH:11][c:12]([CH3:14])[n:13]1. The reactants are CCOC(=O)c1cc(NC(=O)N2CC(C)N(c3ccc(C#N)c(C(F)(F)F)c3)CC2C)ccn1, C1CCOC1, Cl, [Na+], [OH-]. Yields the product CC1CN(c2ccc(C#N)c(C(F)(F)F)c2)C(C)CN1C(=O)Nc1ccnc(C(=O)O)c1. Reaction SMILES: [C:3](#[N:4])[c:5]1[c:6]([C:33]([F:34])([F:35])[F:36])[cH:7][c:8]([N:11]2[CH2:12][CH:13]([CH3:32])[N:14]([C:18](=[O:19])[NH:20][c:21]3[cH:22][c:23]([C:27](=[O:28])[O:29][CH2:30][CH3:31])[n:24][cH:25][cH:26]3)[CH2:15][CH:16]2[CH3:17])[cH:9][cH:10]1.[CH2:38]1[O:39][CH2:40][CH2:41][CH2:42]1.[ClH:37].[Na+:2].[OH-:1]>>[C:3](#[N:4])[c:5]1[c:6]([C:33]([F:34])([F:35])[F:36])[cH:7][c:8]([N:11]2[CH2:12][CH:13]([CH3:32])[N:14]([C:18](=[O:19])[NH:20][c:21]3[cH:22][c:23]([C:27](=[O:28])[OH:29])[n:24][cH:25][cH:26]3)[CH2:15][CH:16]2[CH3:17])[cH:9][cH:10]1. Solvent: C(C)N(CC)CC (triethylamine). The yield is 11.2%. The reagents and catalysts are Cl[Pd]([P](C1=CC=CC=C1)(C2=CC=CC=C2)C3=CC=CC=C3)([P](C4=CC=CC=C4)(C5=CC=CC=C5)C6=CC=CC=C6)Cl (bis(triphenylphosphine)palladium(II) chloride). The reactants are BrC=1C=C2C(=CNC2=CC1)C1CN(CC1)C (5-bromo-3-(N-methylpyrrolidin-3-yl)-1H-indole), C(#N)C=1C=C(C=NC1)[Sn](C)(C)C (5-cyano-3-trimethylstannylpyridine), [Cl-].[Li+] (lithium chloride), C(C)(C)(C)C1=C(C(=CC(=C1)C)C(C)(C)C)O (2,6-di-tert-butyl-4-methylphenol). Yields the product C(#N)C=1C=C(C=NC1)C=1C=C2C(=CNC2=CC1)C1CN(CC1)C (5-(5-Cyanopyrid-3-yl)-3-(N-methylpyrrolidin-3-yl)-1H-indole). Reaction SMILES: Br[C:2]1[CH:3]=[C:4]2[C:8](=[CH:9][CH:10]=1)[NH:7][CH:6]=[C:5]2[CH:11]1[CH2:15][CH2:14][N:13]([CH3:16])[CH2:12]1.[C:17]([C:19]1[CH:20]=[C:21]([Sn](C)(C)C)[CH:22]=[N:23][CH:24]=1)#[N:18].[Cl-].[Li+].C(C1C=C(C)C=C(C(C)(C)C)C=1O)(C)(C)C>Cl[Pd](Cl)([P](C1C=CC=CC=1)(C1C=CC=CC=1)C1C=CC=CC=1)[P](C1C=CC=CC=1)(C1C=CC=CC=1)C1C=CC=CC=1.C(N(CC)CC)C>[C:17]([C:19]1[CH:20]=[C:21]([C:2]2[CH:3]=[C:4]3[C:8](=[CH:9][CH:10]=2)[NH:7][CH:6]=[C:5]3[CH:11]2[CH2:15][CH2:14][N:13]([CH3:16])[CH2:12]2)[CH:22]=[N:23][CH:24]=1)#[N:18] |f:2.3,^1:49,68|. Reported procedure: A mixture of 5-bromo-3-(N-methylpyrrolidin-3-yl)-1H-indole (0.500 g, 1.79 mmol), 5-cyano-3-trimethylstannylpyridine (0.525 g, 1.97 mmol, 1.1 eq), bis(triphenylphosphine)palladium(II) chloride (0.628 g, 0.90 mmol, 0.5 eq), triethylamine (1.19 mL, 8.59 mmol, 4.8 eq, lithium chloride (0.235 g, 5.55 mmol, 3.1 eq), and 2,6-di-tert-butyl-4-methylphenol (40 mg) in anhydrous acetontrile (5 mL) was heated at reflux under nitrogen for 20 hours. The resulting reaction mixture was evaporated under reduced p...